This data is from the Open Reaction Database (ORD), a public repository of structured organic reaction records. The task is: describe an organic reaction: reactants, conditions, products, and yield Starting materials: CC(C)(C)[Si](C)(C)OCC1CC(O)CC1O[Si](C)(C)C(C)(C)C, C1CCOC1, [H-], Nc1nccc(Cl)c1[N+](=O)[O-], [Na+]. The product is CC(C)(C)[Si](C)(C)OCC1CC(Oc2ccnc(N)c2[N+](=O)[O-])CC1O[Si](C)(C)C(C)(C)C. RXN SMILES: [C:1]([CH3:2])([CH3:3])([CH3:4])[Si:5]([O:6][CH:7]1[CH2:8][CH:9]([OH:21])[CH2:10][CH:11]1[CH2:12][O:13][Si:14]([CH3:15])([CH3:16])[C:17]([CH3:18])([CH3:19])[CH3:20])([CH3:22])[CH3:23].[CH2:37]1[O:38][CH2:39][CH2:40][CH2:41]1.[H-:25].[NH2:26][c:27]1[n:28][cH:29][cH:30][c:31]([Cl:36])[c:32]1[N+:33](=[O:34])[O-:35].[Na+:24]>>[C:1]([CH3:2])([CH3:3])([CH3:4])[Si:5]([O:6][CH:7]1[CH2:8][CH:9]([O:21][c:31]2[cH:30][cH:29][n:28][c:27]([NH2:26])[c:32]2[N+:33](=[O:34])[O-:35])[CH2:10][CH:11]1[CH2:12][O:13][Si:14]([CH3:15])([CH3:16])[C:17]([CH3:18])([CH3:19])[CH3:20])([CH3:22])[CH3:23]. Yields the product OC1Cc2ccccc2C1. Reactants: OC1Cc2cccc(Br)c2C1, [Na+], [Na+], O=C([O-])[O-], C1CCOC1, O, [Pd]. RXN SMILES: [Br:1][c:2]1[c:3]2[c:7]([cH:8][cH:9][cH:10]1)[CH2:6][CH:5]([OH:11])[CH2:4]2.[Na+:17].[Na+:18].[O-:19][C:20](=[O:21])[O-:22].[O:12]1[CH2:13][CH2:14][CH2:15][CH2:16]1.[OH2:23].[Pd:24]>>[cH:2]1[c:3]2[c:7]([cH:8][cH:9][cH:10]1)[CH2:6][CH:5]([OH:11])[CH2:4]2. The reactants are CO, COC(=O)c1cc(C(=O)c2cccc3ccccc23)cn1C, c1cc[nH]c1. The product is Cn1cc(C(=O)c2cccc3ccccc23)cc1C(=O)O. RXN SMILES: [CH3:28][OH:29].[CH3:6][n:7]1[c:8]([C:24](=[O:25])[O:26][CH3:27])[cH:9][c:10]([C:12](=[O:13])[c:14]2[cH:15][cH:16][cH:17][c:18]3[cH:19][cH:20][cH:21][cH:22][c:23]23)[cH:11]1.[nH:1]1[cH:2][cH:3][cH:4][cH:5]1>>[CH3:6][n:7]1[c:8]([C:24](=[O:25])[OH:26])[cH:9][c:10]([C:12](=[O:13])[c:14]2[cH:15][cH:16][cH:17][c:18]3[cH:19][cH:20][cH:21][cH:22][c:23]23)[cH:11]1. The reactants are C[Si](C)(C)CCOCn1cc(C=O)c2nc(Br)cnc21, [Cu]I, CCCC[Sn](CCCC)(CCCC)c1cn(-c2cc(F)ccc2F)cn1, CN(C)C=O, c1ccc(P(c2ccccc2)(c2ccccc2)[Pd](P(c2ccccc2)(c2ccccc2)c2ccccc2)(P(c2ccccc2)(c2ccccc2)c2ccccc2)P(c2ccccc2)(c2ccccc2)c2ccccc2)cc1. Yields the product C[Si](C)(C)CCOCn1cc(C=O)c2nc(-c3cn(-c4cc(F)ccc4F)cn3)cnc21. RXN SMILES: [Br:1][c:2]1[n:3][c:4]2[c:5]([n:6][cH:7]1)[n:8]([CH2:13][O:14][CH2:15][CH2:16][Si:17]([CH3:18])([CH3:19])[CH3:20])[cH:9][c:10]2[CH:11]=[O:12].[Cu:129][I:130].[F:21][c:22]1[c:23](-[n:29]2[cH:30][n:31][c:32]([Sn:34]([CH2:35][CH2:36][CH2:37][CH3:38])([CH2:39][CH2:40][CH2:41][CH3:42])[CH2:43][CH2:44][CH2:45][CH3:46])[cH:33]2)[cH:24][c:25]([F:28])[cH:26][cH:27]1.[O:47]=[CH:48][N:49]([CH3:50])[CH3:51].[cH:52]1[cH:53][cH:54][c:55]([P:56]([Pd:57]([P:58]([c:59]2[cH:60][cH:61][cH:62][cH:63][cH:64]2)([c:65]2[cH:66][cH:67][cH:68][cH:69][cH:70]2)[c:71]2[cH:72][cH:73][cH:74][cH:75][cH:76]2)([P:77]([c:78]2[cH:79][cH:80][cH:81][cH:82][cH:83]2)([c:84]2[cH:85][cH:86][cH:87][cH:88][cH:89]2)[c:90]2[cH:91][cH:92][cH:93][cH:94][cH:95]2)[P:96]([c:97]2[cH:98][cH:99][cH:100][cH:101][cH:102]2)([c:103]2[cH:104][cH:105][cH:106][cH:107][cH:108]2)[c:109]2[cH:110][cH:111][cH:112][cH:113][cH:114]2)([c:115]2[cH:116][cH:117][cH:118][cH:119][cH:120]2)[c:121]2[cH:122][cH:123][cH:124][cH:125][cH:126]2)[cH:127][cH:128]1>>[c:2]1(-[c:32]2[n:31][cH:30][n:29](-[c:23]3[c:22]([F:21])[cH:27][cH:26][c:25]([F:28])[cH:24]3)[cH:33]2)[n:3][c:4]2[c:5]([n:6][cH:7]1)[n:8]([CH2:13][O:14][CH2:15][CH2:16][Si:17]([CH3:18])([CH3:19])[CH3:20])[cH:9][c:10]2[CH:11]=[O:12]. Starting materials: BrC1=C(C=CC=C1)[N+](=O)[O-] (bromonitrobenzene), C1COC2=C(O1)C=CC(=C2C3=C(C=CC4=C3OCCO4)P(C5=CC=CC=C5)C6=CC=CC=C6)P(C7=CC=CC=C7)C8=CC=CC=C8 (SynPhos), C1CC2=C(C=C(CCC3=C(C=C1C=C3)P(C4=CC=CC=C4)C5=CC=CC=C5)C=C2)P(C6=CC=CC=C6)C7=CC=CC=C7 (PhanePhos), C1(=CC=CC=C1)P(C(C)CC(C)P(C1=CC=CC=C1)C1=CC=CC=C1)C1=CC=CC=C1 (2,4-bis(diphenylphosphino)pentane), O1CCC=C1 (2,3-dihydrofuran), Pd(II), C1OC2=C(O1)C(=C(C=C2)P(C3=CC=CC=C3)C4=CC=CC=C4)C5=C(C=CC6=C5OCO6)P(C7=CC=CC=C7)C8=CC=CC=C8 (SegPhos). The reagents and catalysts are [Pd] (palladium), [Pd] (palladium), [Pd] (palladium), [Pd] (palladium). Yields the product O1C(CC=C1)C1=C(C=CC=C1)[N+](=O)[O-] (dihydrofuranyl nitrobenzene). Reaction SMILES: Br[C:2]1[CH:7]=[CH:6][CH:5]=[CH:4][C:3]=1[N+:8]([O-:10])=[O:9].[O:11]1[CH:15]=[CH:14][CH2:13][CH2:12]1.C1C2C=CC(=C(P(C3C=CC=CC=3)C3C=CC=CC=3)C=2)CCC2C=CC(=C(P(C3C=CC=CC=3)C3C=CC=CC=3)C=2)C1.C1OC2C=CC(P(C3C=CC=CC=3)C3C=CC=CC=3)=C(C3C4OCCOC=4C=CC=3P(C3C=CC=CC=3)C3C=CC=CC=3)C=2OC1.C1OC2C(C3C4OCOC=4C=CC=3P(C3C=CC=CC=3)C3C=CC=CC=3)=C(P(C3C=CC=CC=3)C3C=CC=CC=3)C=CC=2O1.C1(P(C2C=CC=CC=2)C(CC(P(C2C=CC=CC=2)C2C=CC=CC=2)C)C)C=CC=CC=1>[Pd]>[O:11]1[CH:12]=[CH:13][CH2:14][CH:15]1[C:2]1[CH:7]=[CH:6][CH:5]=[CH:4][C:3]=1[N+:8]([O-:10])=[O:9]. Procedure details: In certain embodiments, the palladium catalyst used in the Heck arylation reaction may be any suitable chiral palladium catalyst known to those skilled in the art. Examples of chiral palladium catalysts suitable for the Heck arylation reaction between bromonitrobenzene (IX) and 2,3-dihydrofuran include Pd(II) and Pd(0) complexes of 2,2′-bis(diphenylphosphino)binaphyl (BINAP), other BINAP-type ligands, JosiPhos, other JosiPhos-type ligands, PhanePhos, SynPhos, DifluoroPhos, SegPhos, P-Phos, TuneP...